From a dataset of the Open Reaction Database (ORD), a public repository of structured organic reaction records. describe an organic reaction: reactants, conditions, products, and yield The reactants are C1(=CC=CC=C1)C#C (phenylacetylene), C(C1=CC=CC=C1)S (benzyl mercaptan), [Na] (sodium). The product is C(=C/C1=CC=CC=C1)/SCC1=CC=CC=C1 ((Z)-styryl benzylsulfide). Reaction SMILES: [C:1]1([C:7]#[CH:8])[CH:6]=[CH:5][CH:4]=[CH:3][CH:2]=1.[CH2:9]([SH:16])[C:10]1[CH:15]=[CH:14][CH:13]=[CH:12][CH:11]=1.[Na]>>[CH:8](/[S:16][CH2:9][C:10]1[CH:15]=[CH:14][CH:13]=[CH:12][CH:11]=1)=[CH:7]/[C:1]1[CH:6]=[CH:5][CH:4]=[CH:3][CH:2]=1 |^1:16|. Procedure details: A solution of phenylacetylene (0.02 mol) and benzyl mercaptan (0.02 mol) and metallic sodium (0.02 g atom) was subjected to the Procedure 2, part A, to form (Z)-styryl benzylsulfide. The title compound was obtained in 65% yield by oxidation of the sulfide according to the Procedure 2, part B. 1HNMR (CDC13) δ4.50 (2H, s),6.65(1H, d, JH,H=11.2),7.18-7.74 (10H aromatic+1H ethylenic). Yields the product ClC1=C2C(=NC=C1)N(C(=C2)C2=CN(C=1C2=NC(=C(C1)OC)OC)CCI)S(=O)(=O)C1=CC=C(C=C1)C (3-[4-Chloro-1-(toluene-4-sulfonyl)-1H-pyrrolo[2,3-b]pyridin-2-yl]-1-(2-iodoethyl)-5,6-dimethoxy-1H-pyrrolo[3,2-b]pyridine). Reactants: ClCCN1C=C(C2=NC(=C(C=C21)OC)OC)C2=CC=1C(=NC=CC1Cl)N2S(=O)(=O)C2=CC=C(C=C2)C (1-(2-Chloroethyl)-3-[4-chloro-1-(toluene-4-sulfonyl)-1H-pyrrolo[2,3-b]pyridin-2-yl]-5,6-dimethoxy-1H-pyrrolo[3,2-b]pyridine), [Na+].[I-] (NaI). Reaction SMILES: Cl[CH2:2][CH2:3][N:4]1[C:12]2[C:7](=[N:8][C:9]([O:15][CH3:16])=[C:10]([O:13][CH3:14])[CH:11]=2)[C:6]([C:17]2[N:26]([S:27]([C:30]3[CH:35]=[CH:34][C:33]([CH3:36])=[CH:32][CH:31]=3)(=[O:29])=[O:28])[C:20]3=[N:21][CH:22]=[CH:23][C:24]([Cl:25])=[C:19]3[CH:18]=2)=[CH:5]1.[Na+].[I-:38]>CC(=O)CC>[Cl:25][C:24]1[CH:23]=[CH:22][N:21]=[C:20]2[N:26]([S:27]([C:30]3[CH:31]=[CH:32][C:33]([CH3:36])=[CH:34][CH:35]=3)(=[O:29])=[O:28])[C:17]([C:6]3[C:7]4=[N:8][C:9]([O:15][CH3:16])=[C:10]([O:13][CH3:14])[CH:11]=[C:12]4[N:4]([CH2:3][CH2:2][I:38])[CH:5]=3)=[CH:18][C:19]=12 |f:1.2|. Run in CC(CC)=O (2-butanone). Procedure details: Dissolve chlorobisazaindole 31 (110 mg, 0.202 mmol) and NaI (33.5 mg, 0.222 mmol) in 2-butanone (10 mL) and reflux for 24 h. The reaction medium is then concentrated under vacuum, the residue is dissolved in EtOAc, washed with brine, dried (Na2SO4) and concentrated, to give 32 (124 mg, 96.6%) as a yellow solid: 1H NMR (CDCl3) δ 8.25 (d, 1H, J=5.4 Hz), 7.71 (d, 2H, J=8.4 Hz), 7.65 (s, 1H), 7.10 (m, 5H), 4.53 (t, 2H, J=6.4 Hz), 4.03 (s, 3H), 3.99 (s, 3H), 3.50 (t, 2H, J=6.4 Hz), 2.31 (s, 3H), TLC ... The yield is 96.4%. Starting materials: Cc1cc(C2=NOC(c3cc(Cl)cc(Cl)c3)(C(F)(F)F)C2)sc1CO, ClCCl. Yields the product Cc1cc(C2=NOC(c3cc(Cl)cc(Cl)c3)(C(F)(F)F)C2)sc1C=O. RXN SMILES: [Cl:1][c:2]1[cH:3][c:4]([C:9]2([C:22]([F:23])([F:24])[F:25])[CH2:10][C:11]([c:14]3[cH:15][c:16]([CH3:21])[c:17]([CH2:19][OH:20])[s:18]3)=[N:12][O:13]2)[cH:5][c:6]([Cl:8])[cH:7]1.[Cl:26][CH2:27][Cl:28]>>[Cl:1][c:2]1[cH:3][c:4]([C:9]2([C:22]([F:23])([F:24])[F:25])[CH2:10][C:11]([c:14]3[cH:15][c:16]([CH3:21])[c:17]([CH:19]=[O:20])[s:18]3)=[N:12][O:13]2)[cH:5][c:6]([Cl:8])[cH:7]1. The reactants are CC#N, C#CCC(c1nc2cccnc2c(=O)n1Nc1ccccc1)N(CCCNC(=O)OCc1ccccc1)C(=O)c1cccc(Cl)c1F, ClCCl, C[Si](C)(C)I. Product: C#CCC(c1nc2cccnc2c(=O)n1Nc1ccccc1)N(CCCN)C(=O)c1cccc(Cl)c1F. Reaction SMILES: [CH3:56][C:57]#[N:58].[Cl:1][c:2]1[c:3]([F:47])[c:4]([C:5](=[O:6])[N:7]([CH:8]([CH2:9][C:10]#[CH:11])[c:12]2[n:13]([NH:23][c:24]3[cH:25][cH:26][cH:27][cH:28][cH:29]3)[c:14](=[O:22])[c:15]3[c:16]([n:17]2)[cH:18][cH:19][cH:20][n:21]3)[CH2:30][CH2:31][CH2:32][NH:33][C:34](=[O:35])[O:36][CH2:37][c:38]2[cH:39][cH:40][cH:41][cH:42][cH:43]2)[cH:44][cH:45][cH:46]1.[Cl:53][CH2:54][Cl:55].[I:48][Si:49]([CH3:50])([CH3:51])[CH3:52]>>[Cl:1][c:2]1[c:3]([F:47])[c:4]([C:5](=[O:6])[N:7]([CH:8]([CH2:9][C:10]#[CH:11])[c:12]2[n:13]([NH:23][c:24]3[cH:25][cH:26][cH:27][cH:28][cH:29]3)[c:14](=[O:22])[c:15]3[c:16]([n:17]2)[cH:18][cH:19][cH:20][n:21]3)[CH2:30][CH2:31][CH2:32][NH2:33])[cH:44][cH:45][cH:46]1. Reactants: CC(=O)[O-], CC(=O)[O-], ClCCl, CCCc1c(Cc2ccc(-c3ccccc3C#N)cc2F)c(=O)n(C2CC(O)C2)c2nc(C)nn12, CCOC(=O)C(C)=[N+]=[N-], [Rh+2]. Product: CCCc1c(Cc2ccc(-c3ccccc3C#N)cc2F)c(=O)n(C2CC(OC(C)C(=O)OCC)C2)c2nc(C)nn12. Reaction SMILES: [C:45]([O-:46])(=[O:47])[CH3:48].[C:50]([O-:51])(=[O:52])[CH3:53].[CH2:54]([Cl:55])[Cl:56].[F:1][c:2]1[cH:3][c:4](-[c:28]2[c:29]([C:34]#[N:35])[cH:30][cH:31][cH:32][cH:33]2)[cH:5][cH:6][c:7]1[CH2:8][c:9]1[c:10](=[O:27])[n:11]([CH:22]2[CH2:23][CH:24]([OH:26])[CH2:25]2)[c:12]2[n:13]([c:14]1[CH2:15][CH2:16][CH3:17])[n:18][c:19]([CH3:21])[n:20]2.[N+:36](=[N-:37])=[C:38]([C:39](=[O:40])[O:41][CH2:42][CH3:43])[CH3:44].[Rh+2:49]>>[F:1][c:2]1[cH:3][c:4](-[c:28]2[c:29]([C:34]#[N:35])[cH:30][cH:31][cH:32][cH:33]2)[cH:5][cH:6][c:7]1[CH2:8][c:9]1[c:10](=[O:27])[n:11]([CH:22]2[CH2:23][CH:24]([O:26][CH:38]([C:39](=[O:40])[O:41][CH2:42][CH3:43])[CH3:44])[CH2:25]2)[c:12]2[n:13]([c:14]1[CH2:15][CH2:16][CH3:17])[n:18][c:19]([CH3:21])[n:20]2. Starting materials: CCO, NO, N#Cc1ccc(N2CCOCC2)c(C(F)(F)F)c1. Yields the product NC(=NO)c1ccc(N2CCOCC2)c(C(F)(F)F)c1. RXN SMILES: [CH3:21][CH2:22][OH:23].[NH2:19][OH:20].[O:1]1[CH2:2][CH2:3][N:4]([c:7]2[c:8]([C:15]([F:16])([F:17])[F:18])[cH:9][c:10]([C:11]#[N:12])[cH:13][cH:14]2)[CH2:5][CH2:6]1>>[O:1]1[CH2:2][CH2:3][N:4]([c:7]2[c:8]([C:15]([F:16])([F:17])[F:18])[cH:9][c:10]([C:11]([NH2:12])=[N:19][OH:20])[cH:13][cH:14]2)[CH2:5][CH2:6]1. Starting materials: C=CCOC(=O)CC(O)CC(=O)CCC1C(C)C(=O)C=C2C(=NOCc3ccccc3)CCC(OC(=O)C(C)CC)C21, O=CO, C1CCOC1, c1ccc(P(c2ccccc2)c2ccccc2)cc1, c1ccc(P(c2ccccc2)(c2ccccc2)[Pd](P(c2ccccc2)(c2ccccc2)c2ccccc2)(P(c2ccccc2)(c2ccccc2)c2ccccc2)P(c2ccccc2)(c2ccccc2)c2ccccc2)cc1. Product: CCC(C)C(=O)OC1CCC(=NOCc2ccccc2)C2=CC(=O)C(C)C(CCC(=O)CC(O)CC(=O)O)C21. RXN SMILES: [CH2:1]([c:2]1[cH:3][cH:4][cH:5][cH:6][cH:7]1)[O:8][N:9]=[C:10]1[C:11]2=[CH:12][C:13](=[O:42])[CH:14]([CH3:41])[CH:15]([CH2:27][CH2:28][C:29]([CH2:30][CH:31]([CH2:32][C:33](=[O:34])[O:35][CH2:36][CH:37]=[CH2:38])[OH:39])=[O:40])[CH:16]2[CH:17]([O:20][C:21]([CH:22]([CH2:23][CH3:24])[CH3:25])=[O:26])[CH2:18][CH2:19]1.[CH:62]([OH:63])=[O:64].[O:65]1[CH2:66][CH2:67][CH2:68][CH2:69]1.[c:43]1([P:44]([c:45]2[cH:46][cH:47][cH:48][cH:49][cH:50]2)[c:51]2[cH:52][cH:53][cH:54][cH:55][cH:56]2)[cH:57][cH:58][cH:59][cH:60][cH:61]1.[cH:70]1[cH:71][cH:72][c:73]([P:74]([Pd:75]([P:76]([c:77]2[cH:78][cH:79][cH:80][cH:81][cH:82]2)([c:83]2[cH:84][cH:85][cH:86][cH:87][cH:88]2)[c:89]2[cH:90][cH:91][cH:92][cH:93][cH:94]2)([P:95]([c:96]2[cH:97][cH:98][cH:99][cH:100][cH:101]2)([c:102]2[cH:103][cH:104][cH:105][cH:106][cH:107]2)[c:108]2[cH:109][cH:110][cH:111][cH:112][cH:113]2)[P:114]([c:115]2[cH:116][cH:117][cH:118][cH:119][cH:120]2)([c:121]2[cH:122][cH:123][cH:124][cH:125][cH:126]2)[c:127]2[cH:128][cH:129][cH:130][cH:131][cH:132]2)([c:133]2[cH:134][cH:135][cH:136][cH:137][cH:138]2)[c:139]2[cH:140][cH:141][cH:142][cH:143][cH:144]2)[cH:145][cH:146]1>>[CH2:1]([c:2]1[cH:3][cH:4][cH:5][cH:6][cH:7]1)[O:8][N:9]=[C:10]1[C:11]2=[CH:12][C:13](=[O:42])[CH:14]([CH3:41])[CH:15]([CH2:27][CH2:28][C:29]([CH2:30][CH:31]([CH2:32][C:33](=[O:34])[OH:35])[OH:39])=[O:40])[CH:16]2[CH:17]([O:20][C:21]([CH:22]([CH2:23][CH3:24])[CH3:25])=[O:26])[CH2:18][CH2:19]1. Reactants: C(C)(=O)OC(C)=O (acetic anhydride), NC1=NC(=NC=C1)C(=O)OCC (ethyl 4-aminopyrimidine-2-carboxylate). Run in C(=O)O (formic acid). Product: C(=O)NC1=NC(=NC=C1)C(=O)OCC (ethyl 4-formamidopyrimidine-2-carboxylate). The yield is 57.1%. RXN SMILES: [C:1](OC(=O)C)(=[O:3])C.[NH2:8][C:9]1[CH:14]=[CH:13][N:12]=[C:11]([C:15]([O:17][CH2:18][CH3:19])=[O:16])[N:10]=1>C(O)=O>[CH:1]([NH:8][C:9]1[CH:14]=[CH:13][N:12]=[C:11]([C:15]([O:17][CH2:18][CH3:19])=[O:16])[N:10]=1)=[O:3]. Procedure: A mixture of formic acid (100 g) and acetic anhydride (204 g) was stirred for half an hour at ambient temperature. To the solution was added ethyl 4-aminopyrimidine-2-carboxylate (30 g) and the mixture was stirred for 1.5 hours at 70° to 75° C. and then evaporated to dryness. The residue was triturated with ethanol, collected by filtration and washed with ethanol to give ethyl 4-formamidopyrimidine-2-carboxylate (20.0 g), mp 205°-206° C. The reactants are C[C@@]1([C@@H](N2[C@H](S1(=O)=O)CC2=O)C(=O)O)CN3C=CN=N3 (tazobactam), CC(C)(C(=O)[O-])O/N=C(/C=1N=C(SN1)N)\C(=O)N[C@H]2[C@@H]3N(C2=O)C(=C(CS3)C[N+]4=CC(=C(N4C)N)NC(=O)NCCN)C(=O)O.OS(=O)(=O)O (ceftolozane sulfate). The product is CC(C)(C(=O)[O-])O/N=C(/C=1N=C(SN1)N)\C(=O)N[C@H]2[C@@H]3N(C2=O)C(=C(CS3)C[N+]4=CC(=C(N4C)N)NC(=O)NCCN)C(=O)O (ceftolozane), C[C@@]1([C@@H](N2[C@H](S1(=O)=O)CC2=O)C(=O)O)CN3C=CN=N3 (tazobactam). RXN SMILES: [CH3:1][C@@:2]1([CH2:15][N:16]2[N:20]=[N:19][CH:18]=[CH:17]2)[S:6](=[O:8])(=[O:7])[C@@H:5]2[CH2:9][C:10](=[O:11])[N:4]2[C@H:3]1[C:12]([OH:14])=[O:13].[CH3:21][C:22]([O:27]/[N:28]=[C:29](\[C:36]([NH:38][C@@H:39]1[C:42](=[O:43])[N:41]2[C:44]([C:63]([OH:65])=[O:64])=[C:45]([CH2:48][N+:49]3[N:53]([CH3:54])[C:52]([NH2:55])=[C:51]([NH:56][C:57]([NH:59][CH2:60][CH2:61][NH2:62])=[O:58])[CH:50]=3)[CH2:46][S:47][C@H:40]12)=[O:37])/[C:30]1[N:31]=[C:32]([NH2:35])[S:33][N:34]=1)([C:24]([O-:26])=[O:25])[CH3:23].OS(O)(=O)=O>>[CH3:23][C:22]([O:27]/[N:28]=[C:29](\[C:36]([NH:38][C@@H:39]1[C:42](=[O:43])[N:41]2[C:44]([C:63]([OH:65])=[O:64])=[C:45]([CH2:48][N+:49]3[N:53]([CH3:54])[C:52]([NH2:55])=[C:51]([NH:56][C:57]([NH:59][CH2:60][CH2:61][NH2:62])=[O:58])[CH:50]=3)[CH2:46][S:47][C@H:40]12)=[O:37])/[C:30]1[N:31]=[C:32]([NH2:35])[S:33][N:34]=1)([C:24]([O-:26])=[O:25])[CH3:21].[CH3:1][C@@:2]1([CH2:15][N:16]2[N:20]=[N:19][CH:18]=[CH:17]2)[S:6](=[O:7])(=[O:8])[C@@H:5]2[CH2:9][C:10](=[O:11])[N:4]2[C@H:3]1[C:12]([OH:14])=[O:13] |f:1.2|. Procedure: In one aspect, provided herein is a pharmaceutical composition comprising a blend of separately lyophilized tazobactam and ceftolozane sulfate in an amount providing 1,000 mg of ceftolozane active per 500 mg of tazobactam active, further comprising less than 0.15%, 0.10%, 0.05% or 0.03% by weight; from 0.03-0.05%, 0.03-0.1% or 0.03-0.15% by HPLC; or even undectable amounts (e.g., less than about 0.03% by HPLC) of a compound of formula (III) detectable at a retention time relative to ceftolozane ... Reactants: CCO, [H][H], O=C(OCc1ccccc1)N1CCC(CNc2ccncc2)CC1. Product: c1cc(NCC2CCNCC2)ccn1. Reaction SMILES: [CH3:27][CH2:28][OH:29].[H:25][H:26].[n:1]1[cH:2][cH:3][c:4]([NH:7][CH2:8][CH:9]2[CH2:10][CH2:11][N:12]([C:15]([O:16][CH2:17][c:18]3[cH:19][cH:20][cH:21][cH:22][cH:23]3)=[O:24])[CH2:13][CH2:14]2)[cH:5][cH:6]1>>[n:1]1[cH:2][cH:3][c:4]([NH:7][CH2:8][CH:9]2[CH2:10][CH2:11][NH:12][CH2:13][CH2:14]2)[cH:5][cH:6]1.